This data is from the Open Reaction Database (ORD), a public repository of structured organic reaction records. The task is: describe an organic reaction: reactants, conditions, products, and yield Reactants: O (Water), N1=CC=CC=C1 (Pyridine), ClC(=O)OC (methyl chloroformate), NCCN1C=C(C2=CC=C(C=C12)CN(C(OC(C)(C)C)=O)C1CC1)Cl (tert-butyl {[1-(2-aminoethyl)-3-chloro-1H-indol-6-yl]methyl}cyclopropylcarbamate). Run in C(Cl)(Cl)Cl (chloroform). Conditions: time 3 hour. Product: COC(NCCN1C=C(C2=CC=C(C=C12)CN(C1CC1)C(=O)OC(C)(C)C)Cl)=O (methyl[2-(6-{[(tert-butoxycarbonyl)(cyclopropyl)amino]methyl}-3-chloro-1H-indol-1-yl)ethyl]carbamate). RXN SMILES: N1C=CC=CC=1.Cl[C:8]([O:10][CH3:11])=[O:9].[NH2:12][CH2:13][CH2:14][N:15]1[C:23]2[C:18](=[CH:19][CH:20]=[C:21]([CH2:24][N:25]([CH:33]3[CH2:35][CH2:34]3)[C:26](=[O:32])[O:27][C:28]([CH3:31])([CH3:30])[CH3:29])[CH:22]=2)[C:17]([Cl:36])=[CH:16]1.O>C(Cl)(Cl)Cl>[CH3:11][O:10][C:8](=[O:9])[NH:12][CH2:13][CH2:14][N:15]1[C:23]2[C:18](=[CH:19][CH:20]=[C:21]([CH2:24][N:25]([C:26]([O:27][C:28]([CH3:29])([CH3:30])[CH3:31])=[O:32])[CH:33]3[CH2:34][CH2:35]3)[CH:22]=2)[C:17]([Cl:36])=[CH:16]1. Procedure: Pyridine (80 μL) and methyl chloroformate (38 μL) were added to a solution of tert-butyl {[1-(2-aminoethyl)-3-chloro-1H-indol-6-yl]methyl}cyclopropylcarbamate (120 mg) in chloroform (4.0 ml) under ice-cooling and the mixture was stirred at room temperature for 3 hours. Water was added to the reaction mixture and the mixture was extracted with chloroform. The organic layer was washed with a saturated aqueous solution of sodium bicarbonate and saturated brine successively, dried over sodium sulfat... Starting materials: C([O-])([O-])=O.[Cs+].[Cs+] (cesium carbonate), CC1(OB(OC1(C)C)C1=CCN(CC1)C(=O)OC(C)(C)C)C (tert-butyl 4-(4,4,5,5-tetramethyl-1,3,2-dioxaborolan-2-yl)-5,6-dihydropyridine-1(2H)-carboxylate), ClC=1C2=C(N=CN1)N(C(=C2)I)S(=O)(=O)C2=CC=CC=C2 (4-chloro-6-iodo-7-(phenylsulfonyl)-7H-pyrrolo[2,3-d]pyrimidine). Run in O1CCCC1 (tetrahydrofuran), O (water), C(C)(=O)OCC (ethyl acetate). Reaction conditions: temperature 65 celsius. Yields the product ClC=1C2=C(N=CN1)N(C(=C2)C2=CCN(CC2)C(=O)OC(C)(C)C)S(=O)(=O)C2=CC=CC=C2 (tert-butyl 4-(4-chloro-7-(phenylsulfonyl)-7H-pyrrolo[2,3-d]pyrimidin-6-yl)-5,6-dihydropyridine-1(2H)-carboxylate). Reaction SMILES: C(=O)([O-])[O-].[Cs+].[Cs+].CC1(C)C(C)(C)OB([C:15]2[CH2:20][CH2:19][N:18]([C:21]([O:23][C:24]([CH3:27])([CH3:26])[CH3:25])=[O:22])[CH2:17][CH:16]=2)O1.[Cl:29][C:30]1[C:31]2[CH:38]=[C:37](I)[N:36]([S:40]([C:43]3[CH:48]=[CH:47][CH:46]=[CH:45][CH:44]=3)(=[O:42])=[O:41])[C:32]=2[N:33]=[CH:34][N:35]=1>O1CCCC1.O.C(OCC)(=O)C>[Cl:29][C:30]1[C:31]2[CH:38]=[C:37]([C:15]3[CH2:20][CH2:19][N:18]([C:21]([O:23][C:24]([CH3:25])([CH3:26])[CH3:27])=[O:22])[CH2:17][CH:16]=3)[N:36]([S:40]([C:43]3[CH:48]=[CH:47][CH:46]=[CH:45][CH:44]=3)(=[O:42])=[O:41])[C:32]=2[N:33]=[CH:34][N:35]=1 |f:0.1.2|. Procedure details: A mixture of cesium carbonate (7.45 g, 22.88 mmol), 1,1′-bis(diphenylphosphino)ferrocene-palladium(II)dichloride dichloromethane complex (0.778 g, 0.95 mmol), tert-butyl 4-(4,4,5,5-tetramethyl-1,3,2-dioxaborolan-2-yl)-5,6-dihydropyridine-1(2H)-carboxylate (3.98 g, 12.87 mmol), and 4-chloro-6-iodo-7-(phenylsulfonyl)-7H-pyrrolo[2,3-d]pyrimidine (5 g, 9.53 mmol) in tetrahydrofuran (50 mL) and water (8.33 mL) was heated at 65° C. for 16 hours, diluted with ethyl acetate and washed with water and bri... Reactants: C([O-])([O-])=O.[Cs+].[Cs+] (cesium carbonate), COC(CCC1=C(C=CC=C1)O)=O (3-(2-hydroxyphenyl)-propionic acid methyl ester), BrCCCC/C=C/C1=CC=C(C=C1)OC ((1E)-6-bromo-1-(4-methoxyphenyl)-1-hexene). The solvent is CN(C=O)C (dimethylformamide). Run at time 16 hour. The product is COC(CCC1=C(C=CC=C1)OCCCC\C=C\C1=CC=C(C=C1)OC)=O (3-[2-[6-(4-methoxyphenyl)(5E)-5-hexenyloxy]-phenyl]-propionic acid methyl ester). Isolated yield 69.3%. As a reaction SMILES: C(=O)([O-])[O-].[Cs+].[Cs+].[CH3:7][O:8][C:9](=[O:19])[CH2:10][CH2:11][C:12]1[CH:17]=[CH:16][CH:15]=[CH:14][C:13]=1[OH:18].Br[CH2:21][CH2:22][CH2:23][CH2:24]/[CH:25]=[CH:26]/[C:27]1[CH:32]=[CH:31][C:30]([O:33][CH3:34])=[CH:29][CH:28]=1>CN(C)C=O>[CH3:7][O:8][C:9](=[O:19])[CH2:10][CH2:11][C:12]1[CH:17]=[CH:16][CH:15]=[CH:14][C:13]=1[O:18][CH2:21][CH2:22][CH2:23][CH2:24]/[CH:25]=[CH:26]/[C:27]1[CH:28]=[CH:29][C:30]([O:33][CH3:34])=[CH:31][CH:32]=1 |f:0.1.2|. Procedure details: 651 mg of cesium carbonate is added to a solution of 180 mg of 3-(2-hydroxyphenyl)-propionic acid methyl ester and 272 mg of (1E)-6-bromo-1-(4-methoxyphenyl)-1-hexene in 2 ml of dimethylformamide and the suspension is stirred for 16 hours at room temperature. The reaction mixture is filtered, the filtration residue is washed with dichloromethane, the filtrate concentrated by evaporation and the residue chromatographed on silica gel with hexane. 255 mg of 3-[2-[6-(4-methoxyphenyl)(5E)-5-hexenylox... The reactants are C1OC=2C=C(C=CC2OC1)NC1=NC(=NC=C1F)NC1=CC(=CC=C1)O (N4-(3,4-ethylenedioxyphenyl)-5-fluoro-N2-(3-hydroxyphenyl)-2,4-pyrimidinediamine), C(C)(C)(C)C1=CC=C(C=C1)NC1=NC(=NC=C1F)Cl (N4-(4-tert -butylphenyl]-2-chloro-5-fluoro-4-pyrimidineamine), NC=1C=CC2=C(CC(O2)C(=O)OC)C1 (5-amino-2,3-dihydro-2-(methoxycarbonyl)benzofuran). Yields the product C(C)(C)(C)C1=CC=C(C=C1)N(C1=NC=C(C(=N1)N)F)C=1C=CC2=C(CC(O2)C(=O)OC)C1 (N2-(4-tert-butylphenyl)-5-fluoro-N2-[2,3-dihydro-2-(methoxycarbonyl)benzofuran-5-yl]-2,4-pyrimidinediamine). As a reaction SMILES: C1COC2C=CC([NH:11][C:12]3[C:17]([F:18])=[CH:16][N:15]=[C:14]([NH:19][C:20]4[CH:25]=[CH:24][CH:23]=[C:22](O)[CH:21]=4)[N:13]=3)=CC=2O1.[C:27]([C:31]1[CH:36]=[CH:35][C:34](NC2C(F)=CN=C(Cl)N=2)=[CH:33][CH:32]=1)([CH3:30])([CH3:29])[CH3:28].NC1C=CC2[O:54][CH:53]([C:55]([O:57][CH3:58])=[O:56])[CH2:52]C=2C=1>>[C:27]([C:31]1[CH:32]=[CH:33][C:34]([N:19]([C:20]2[CH:25]=[CH:24][C:23]3[O:54][CH:53]([C:55]([O:57][CH3:58])=[O:56])[CH2:52][C:22]=3[CH:21]=2)[C:14]2[N:13]=[C:12]([NH2:11])[C:17]([F:18])=[CH:16][N:15]=2)=[CH:35][CH:36]=1)([CH3:28])([CH3:29])[CH3:30]. Procedure details: In a manner similar to the preparation of N4-(3,4-ethylenedioxyphenyl)-5-fluoro-N2-(3-hydroxyphenyl)-2,4-pyrimidinediamine, N4-(4-tert -butylphenyl]-2-chloro-5-fluoro-4-pyrimidineamine and 5-amino-2,3-dihydro-2-(methoxycarbonyl)benzofuran were reacted to yield N2-(4-tert-butylphenyl)-5-fluoro-N2-[2,3-dihydro-2-(methoxycarbonyl)benzofuran-5-yl]-2,4-pyrimidinediamine. 1H NMR (DMSO-d6): δ 10.16 (bs, 1H), 9.84 (bs, 1H), 8.16 (d, 1H, J=5.4 Hz), 7.56 (d, 2H, J=8.1 Hz), 7.49 (s, 1H), 7.35 (d, 2H, J=8.7... The reactants are C(C)(C)(C)OC(=O)N[C@H]1[C@@H]2N(C(=C(CS2)COC(C2=C(C=CC=C2)S(NC(=O)OCC)(=O)=O)=O)C(=O)O)C1=O (7β-(t-Butoxycarbonyl)amino-3-[2-(N-carboethoxysulfamoyl)benzoyloxy]methyl-3-cephem-4-carboxylic acid), FC(C(=O)O)(F)F (trifluoroacetic acid). Run in acid, CCOCC (ether). Reaction conditions: time 20 minute. The product is N[C@H]1[C@@H]2N(C(=C(CS2)COC(C2=C(C=CC=C2)S(NC(=O)OCC)(=O)=O)=O)C(=O)O)C1=O (7β-amino-3-[2-(N-carboethoxysulfamoyl)benzoyloxy]methyl-3-cephem-4-carboxylic acid). The yield is 85.0%. As a reaction SMILES: C(OC([NH:8][C@@H:9]1[C:38](=[O:39])[N:11]2[C:12]([C:35]([OH:37])=[O:36])=[C:13]([CH2:16][O:17][C:18](=[O:34])[C:19]3[CH:24]=[CH:23][CH:22]=[CH:21][C:20]=3[S:25](=[O:33])(=[O:32])[NH:26][C:27]([O:29][CH2:30][CH3:31])=[O:28])[CH2:14][S:15][C@H:10]12)=O)(C)(C)C.FC(F)(F)C(O)=O>CCOCC>[NH2:8][C@@H:9]1[C:38](=[O:39])[N:11]2[C:12]([C:35]([OH:37])=[O:36])=[C:13]([CH2:16][O:17][C:18](=[O:34])[C:19]3[CH:24]=[CH:23][CH:22]=[CH:21][C:20]=3[S:25](=[O:33])(=[O:32])[NH:26][C:27]([O:29][CH2:30][CH3:31])=[O:28])[CH2:14][S:15][C@H:10]12. Procedure details: 7β-(t-Butoxycarbonyl)amino-3-[2-(N-carboethoxysulfamoyl)benzoyloxy]methyl-3-cephem-4-carboxylic acid (2.2 g) is dissolved in ice cooled solution of trifuoroacetic acid (20 ml) and the mixture is stirred for 20 minutes. Then trifluoroacetic acid is taken off under reduced pressure and viscous residue is obtained. The residue becomes solid upon addition of ether (50 ml). The solid is triturated, collected by filtration, washed with ether and dried over phosphorus pentoxide. The procedure provides ... The reactants are CC(C)(C)OC(=O)N1CCCN(c2nc3ccccc3n2CCCCC#N)CC1, CCOCC, ClCCl, I. Yields the product I, N#CCCCCn1c(N2CCCNCC2)nc2ccccc21. As a reaction SMILES: [C:1]([O:2][C:3](=[O:4])[N:8]1[CH2:9][CH2:10][N:11]([c:15]2[n:16][c:17]3[c:18]([n:19]2[CH2:20][CH2:21][CH2:22][CH2:23][C:24]#[N:25])[cH:26][cH:27][cH:28][cH:29]3)[CH2:12][CH2:13][CH2:14]1)([CH3:5])([CH3:6])[CH3:7].[CH3:34][CH2:35][O:36][CH2:37][CH3:38].[Cl:30][CH2:31][Cl:32].[IH:33]>>[IH:33].[NH:8]1[CH2:9][CH2:10][N:11]([c:15]2[n:16][c:17]3[c:18]([n:19]2[CH2:20][CH2:21][CH2:22][CH2:23][C:24]#[N:25])[cH:26][cH:27][cH:28][cH:29]3)[CH2:12][CH2:13][CH2:14]1. The reactants are CCCCOc1c(C(=O)OCC)n(CC(C)(C)C)c(=O)c2ccc(F)cc12, CCO, COCCOC, CN(C)C=O, O=C(Cl)C(=O)Cl, Cl, [Na+], C1CCOC1, [OH-], O. Product: CCCCOc1c(CO)n(CC(C)(C)C)c(=O)c2ccc(F)cc12. Reaction SMILES: [CH2:1]([CH2:2][CH2:3][CH3:4])[O:5][c:6]1[c:7]([C:23](=[O:24])[O:25][CH2:26][CH3:27])[n:8]([CH2:18][C:19]([CH3:20])([CH3:21])[CH3:22])[c:9](=[O:17])[c:10]2[cH:11][cH:12][c:13]([F:16])[cH:14][c:15]12.[CH3:42][CH2:43][OH:44].[CH3:45][O:46][CH2:47][CH2:48][O:49][CH3:50].[CH3:51][N:52]([CH3:53])[CH:54]=[O:55].[Cl:31][C:32]([C:33]([Cl:34])=[O:35])=[O:36].[ClH:30].[Na+:29].[O:37]1[CH2:38][CH2:39][CH2:40][CH2:41]1.[OH-:28].[OH2:56]>>[CH2:1]([CH2:2][CH2:3][CH3:4])[O:5][c:6]1[c:7]([CH2:23][OH:24])[n:8]([CH2:18][C:19]([CH3:20])([CH3:21])[CH3:22])[c:9](=[O:17])[c:10]2[cH:11][cH:12][c:13]([F:16])[cH:14][c:15]12. Reactants: ice, C1(CCCCC1)C#N (cyclohexane-carbonitrile), C(C)OC(CBr)OCC (bromoacetaldehyde-diethylacetal), C(C)NCC (diethylamine), solution, C(CCC)[Li] (n-butyl-lithium). Run in CCCCCC (hexane). Conditions: temperature -70 celsius, time 10 minute. The product is C(C)OC(CC1(CCCCC1)C#N)OCC (1-(Di-(ethyloxy)ethyl)-cyclohexane-carbonitrile). Reaction SMILES: C(NCC)C.C([Li])CCC.[CH:11]1([C:17]#[N:18])[CH2:16][CH2:15][CH2:14][CH2:13][CH2:12]1.[CH2:19]([O:21][CH:22]([O:25][CH2:26][CH3:27])[CH2:23]Br)[CH3:20]>CCCCCC>[CH2:19]([O:21][CH:22]([O:25][CH2:26][CH3:27])[CH2:23][C:11]1([C:17]#[N:18])[CH2:16][CH2:15][CH2:14][CH2:13][CH2:12]1)[CH3:20]. Procedure details: 51.7 ml (0.5 mol) of anhydrous diethylamine are added dropwise to 312.5 ml (0.5 mol) of a 15% solution of n-butyl-lithium in hexane at -10° C. under an inert gas blanket. The batch is stirred for 10 minutes and then cooled to -70° C. Within 30 minutes, 54.6 g of cyclohexane-carbonitrile are added dropwise, after a further 30 minutes 98.5 g of bromoacetaldehyde-diethylacetal are added within 1 hour, and the batch is maintained for 24 hours at low temperature. Subsequently, it is warmed to room te... Starting materials: [H-].[Al+3].[Li+].[H-].[H-].[H-] (lithium aluminum hydride), C(C1=CC=CC=C1)=NCC(C)C (N-benzylidene-2-methyl-1-propanamine), [OH-].[Na+] (sodium hydroxide). The yield is 90.6%. Solvent: CCOCC (ether). As a reaction SMILES: [H-].[Al+3].[Li+].[H-].[H-].[H-].[CH:7](=[N:14][CH2:15][CH:16]([CH3:18])[CH3:17])[C:8]1[CH:13]=[CH:12][CH:11]=[CH:10][CH:9]=1.[OH-].[Na+]>CCOCC>[CH3:17][CH:16]([CH3:18])[CH2:15][NH:14][CH2:7][C:8]1[CH:13]=[CH:12][CH:11]=[CH:10][CH:9]=1 |f:0.1.2.3.4.5,7.8|. Procedure details: To a stirred solution of lithium aluminum hydride (23 g, 606 mmol) in ether (115 ml) was added an ethereal solution (115 ml) of N-benzylidene-2-methyl-1-propanamine (72.1 g, 447 mmol) over a period of 45 minutes. It was then refluxed for one hour. The reaction mixture was cooled in an ice bath and while stirring vigorously, aqueous sodium hydroxide (20%, 120 ml) was added dropwise. The ether solution was separated, dried over magnesium sulfate and concentrated to dryness yielding 66.1 g of the t... Yields the product CC(CNCC1=CC=CC=C1)C ((2-Methylpropyl)(phenylmethyl)amine).